This data is from the Open Reaction Database (ORD), a public repository of structured organic reaction records. The task is: describe an organic reaction: reactants, conditions, products, and yield The reactants are ClC1=CC=C(C=C1)[C@@H]1N=C(N([C@@H]1C1=CC=C(C=C1)Cl)C(=O)Cl)C1=C(C=C(C=C1)C(C)(C)C#N)OCC ((4S,5R)-4,5-bis-(4-chloro-phenyl)-2-[4-(cyano-dimethyl-methyl)-2-ethoxy-phenyl]-4,5-dihydro-imidazole-1-carbonyl chloride), C(C)(C)N(C(CN1CCNCC1)=O)C (N-isopropyl-N-methyl-2-piperazin-1-yl-acetamide). Yields the product ClC1=CC=C(C=C1)[C@@H]1N=C(N([C@@H]1C1=CC=C(C=C1)Cl)C(=O)N1CCN(CC1)CC(=O)N(C)C(C)C)C1=C(C=C(C=C1)C(C)(C)C#N)OCC (2-(4-{(4S,5R)-4,5-Bis-(4-chloro-phenyl)-2-[4-(cyano-dimethyl-methyl)-2-ethoxy-phenyl]-4,5-dihydro-imidazole-1-carbonyl}-piperazin-1-yl)-N-isopropyl-N-methyl-acetamide). RXN SMILES: [Cl:1][C:2]1[CH:7]=[CH:6][C:5]([C@H:8]2[C@@H:12]([C:13]3[CH:18]=[CH:17][C:16]([Cl:19])=[CH:15][CH:14]=3)[N:11]([C:20](Cl)=[O:21])[C:10]([C:23]3[CH:28]=[CH:27][C:26]([C:29]([C:32]#[N:33])([CH3:31])[CH3:30])=[CH:25][C:24]=3[O:34][CH2:35][CH3:36])=[N:9]2)=[CH:4][CH:3]=1.[CH:37]([N:40]([CH3:50])[C:41](=[O:49])[CH2:42][N:43]1[CH2:48][CH2:47][NH:46][CH2:45][CH2:44]1)([CH3:39])[CH3:38]>>[Cl:1][C:2]1[CH:3]=[CH:4][C:5]([C@H:8]2[C@@H:12]([C:13]3[CH:14]=[CH:15][C:16]([Cl:19])=[CH:17][CH:18]=3)[N:11]([C:20]([N:46]3[CH2:45][CH2:44][N:43]([CH2:42][C:41]([N:40]([CH:37]([CH3:39])[CH3:38])[CH3:50])=[O:49])[CH2:48][CH2:47]3)=[O:21])[C:10]([C:23]3[CH:28]=[CH:27][C:26]([C:29]([C:32]#[N:33])([CH3:31])[CH3:30])=[CH:25][C:24]=3[O:34][CH2:35][CH3:36])=[N:9]2)=[CH:6][CH:7]=1. Reported procedure: 2-(4-{(4S,5R)-4,5-Bis-(4-chloro-phenyl)-2-[4-(cyano-dimethyl-methyl)-2-ethoxy-phenyl]-4,5-dihydro-imidazole-1-carbonyl}-piperazin-1-yl)-N-isopropyl-N-methyl-acetamide was prepared from (4S,5R)-4,5-bis-(4-chloro-phenyl)-2-[4-(cyano-dimethyl-methyl)-2-ethoxy-phenyl]-4,5-dihydro-imidazole-1-carbonyl chloride (example 12j) and N-isopropyl-N-methyl-2-piperazin-1-yl-acetamide (example 16c) in an analogous manner as described in example 25. LR-MS: 703.4 [(M+H)+] Starting materials: O=S1(N(CCCC1)C1=C2C=CC=NC2=C(C(=N1)C(=O)OC)O)=O (methyl 5-(1,1-dioxido-1,2-thiazinan-2-yl)-8-hydroxy-1,6-naphthyridine-7-carboxylate), [OH-].[Li+] (lithium hydroxide), Cl (HCl). The solvent is CO (methanol). Run at temperature 60 celsius, time 8 hour. The product is O=S1(N(CCCC1)C1=C2C=CC=NC2=C(C(=N1)C(=O)O)O)=O (5-(1,1-Dioxido-1,2-thiazinan-2-yl)-8-hydroxy-1,6-naphthyridine-7-carboxylic acid). Reaction SMILES: [O:1]=[S:2]1(=[O:23])[CH2:7][CH2:6][CH2:5][CH2:4][N:3]1[C:8]1[N:17]=[C:16]([C:18]([O:20]C)=[O:19])[C:15]([OH:22])=[C:14]2[C:9]=1[CH:10]=[CH:11][CH:12]=[N:13]2.[OH-].[Li+].Cl>CO>[O:23]=[S:2]1(=[O:1])[CH2:7][CH2:6][CH2:5][CH2:4][N:3]1[C:8]1[N:17]=[C:16]([C:18]([OH:20])=[O:19])[C:15]([OH:22])=[C:14]2[C:9]=1[CH:10]=[CH:11][CH:12]=[N:13]2 |f:1.2|. Reported procedure: A suspension of methyl 5-(1,1-dioxido-1,2-thiazinan-2-yl)-8-hydroxy-1,6-naphthyridine-7-carboxylate (1.00 g, 2.96 mmol, prepared as described in Example 2 above) in methanol (18 mL) with aqueous lithium hydroxide (17.8 mL, 17.8 mmol, 1N solution) was stirred overnight at 60° C. The suspension was acidified to a pH=4 using 3N HCl (about 6 mL) and the resulting solution was allowed to stir overnight at room temperature. In the morning, the solids that had precipitated out of solution were collecte... The reactants are CO, Cl, CCOC(=O)c1c(C(F)(F)F)nc(C(F)(F)F)c(C)c1O, [K+], [OH-], O. The product is Cc1c(C(F)(F)F)nc(C(F)(F)F)c(C(=O)O)c1O. Reaction SMILES: [CH3:24][OH:25].[ClH:26].[F:1][C:2]([c:3]1[n:4][c:5]([C:16]([F:17])([F:18])[F:19])[c:6]([CH3:15])[c:7]([OH:14])[c:8]1[C:9](=[O:10])[O:11][CH2:12][CH3:13])([F:20])[F:21].[K+:23].[OH-:22].[OH2:27]>>[F:1][C:2]([c:3]1[n:4][c:5]([C:16]([F:17])([F:18])[F:19])[c:6]([CH3:15])[c:7]([OH:14])[c:8]1[C:9](=[O:10])[OH:11])([F:20])[F:21]. Yields the product C(=O)C1CC2(CC2)CCN1C(=O)OC(C)(C)C (tert-butyl 5-formyl-6-azaspiro[2.5]octane-6-carboxylate), solid. Reported procedure: To (S)-tert-butyl 5-(hydroxymethyl)-6-azaspiro[2.5]octane-6-carboxylate (Intermediate 18, 20 g, 82.0 mmol) dissolved in 80 ml of DCM, TEMPO (2.6 g, 16 mmol) and BAIB (29.3 g, 90 mmol) were added. After 2 hours at 25° C., the reaction is diluted with DCM (150 ml), washed with an aqueous solution of Na2S2O3 then with water, dried (Na2SO4) and evaporated to obtain a crude that was purified by silica gel chromatography (petroleum ether to petroleum ether/ethylacetate 95/5). (S) tert-butyl 5-formyl-6... The solvent is C(Cl)Cl (DCM), C(Cl)Cl (DCM). Reaction conditions: time 2 hour. The reactants are CC1(CCCC(N1[O])(C)C)C (TEMPO), CC(CN)C(=O)O (BAIB), OC[C@@H]1CC2(CC2)CCN1C(=O)OC(C)(C)C ((S)-tert-butyl 5-(hydroxymethyl)-6-azaspiro[2.5]octane-6-carboxylate), OC[C@@H]1CC2(CC2)CCN1C(=O)OC(C)(C)C ((S)-tert-butyl 5-(hydroxymethyl)-6-azaspiro[2.5]octane-6-carboxylate). Reaction SMILES: [OH:1][CH2:2][C@H:3]1[N:10]([C:11]([O:13][C:14]([CH3:17])([CH3:16])[CH3:15])=[O:12])[CH2:9][CH2:8][C:5]2([CH2:7][CH2:6]2)[CH2:4]1.CC1(C)N([O])C(C)(C)CCC1.CC(C(O)=O)CN>C(Cl)Cl>[CH:2]([CH:3]1[N:10]([C:11]([O:13][C:14]([CH3:17])([CH3:16])[CH3:15])=[O:12])[CH2:9][CH2:8][C:5]2([CH2:6][CH2:7]2)[CH2:4]1)=[O:1] |^1:21|. The reactants are C(=O)(O)C1=CC=C(OC2=C(C(=O)O)C=CC=C2)C=C1 (2-(4-carboxyphenoxy)benzoic acid), S(O)(O)(=O)=O (sulfuric acid). Run in O (water). Conditions: temperature 80 celsius, time 30 minute. The product is O=C1C2=CC=CC=C2OC=2C=CC(=CC12)C(=O)O (9-oxo-9H-xanthene-2-carboxylic acid). The yield is 87.6%. Reaction SMILES: [C:1]([C:4]1[CH:19]=[CH:18][C:7]([O:8][C:9]2[CH:17]=[CH:16][CH:15]=[CH:14][C:10]=2[C:11]([OH:13])=O)=[CH:6][CH:5]=1)([OH:3])=[O:2].S(=O)(=O)(O)O>O>[O:13]=[C:11]1[C:6]2[CH:5]=[C:4]([C:1]([OH:3])=[O:2])[CH:19]=[CH:18][C:7]=2[O:8][C:9]2[C:10]1=[CH:14][CH:15]=[CH:16][CH:17]=2. Reported procedure: A mixture of 29.9 g (0.11 mol) of 2-(4-carboxyphenoxy)benzoic acid (Example 10e) and 250 ml of concentrated sulfuric acid is heated at 80° C. for one hour. The resulting solution is then poured onto about 2.5 litres of water and the mixture is stirred vigorously for 30 minutes. The product which has precipitated is filtered off, washed with water and dried under a high vacuum. 23.15 g (85%) of 9-oxo-9H-xanthene-2-carboxylic acid, melting point >280° C., result as a beige powder. Starting materials: CC1=CC=CC=2SC=C(C21)CC2C(N=C1N2C=CC=C1)=S (3-(4-methyl-benzo[b]thiophen-3-ylmethyl)-imidazo[1,2-a]pyridine-2-thione), BrCCCC(=O)OC (methyl 4-bromobutyrate), C([O-])([O-])=O.[K+].[K+] (potassium carbonate). The solvent is CN(C)C=O (DMF), O (water). Run at time 18 hour. The product is COC(CCCSC=1N=C2N(C=CC=C2)C1CC=1C2=C(SC1)C=CC=C2C)=O (4-[3-(4-Methyl-benzo[b]thiophen-3-ylmethyl)-imidazo[1,2-a]pyridin-2-ylsulfanyl]-butyric acid methyl ester). As a reaction SMILES: [CH3:1][C:2]1[C:10]2[C:9]([CH2:11][CH:12]3[N:16]4[CH:17]=[CH:18][CH:19]=[CH:20][C:15]4=[N:14][C:13]3=[S:21])=[CH:8][S:7][C:6]=2[CH:5]=[CH:4][CH:3]=1.Br[CH2:23][CH2:24][CH2:25][C:26]([O:28][CH3:29])=[O:27].C(=O)([O-])[O-].[K+].[K+]>CN(C=O)C.O>[CH3:29][O:28][C:26](=[O:27])[CH2:25][CH2:24][CH2:23][S:21][C:13]1[N:14]=[C:15]2[CH:20]=[CH:19][CH:18]=[CH:17][N:16]2[C:12]=1[CH2:11][C:9]1[C:10]2[C:2]([CH3:1])=[CH:3][CH:4]=[CH:5][C:6]=2[S:7][CH:8]=1 |f:2.3.4|. Procedure details: A mixture of 472 mg (1.5 mmol) of 3-(4-methyl-benzo[b]thiophen-3-ylmethyl)-imidazo[1,2-a]pyridine-2-thione and 407 mg (2.3 mmol) of methyl 4-bromobutyrate and 415 mg (3.0 mmol) of potassium carbonate in 5 mL of DMF is stirred at room temperature for 18 h. The mixture is diluted with water and the product is extracted with ethyl acetate. The organic layer is washed with water and brine, dried over magnesium sulfate, filtered and concentrated in vacuo. The residue is purified by flash chromatograp...